The task is: describe an organic reaction: reactants, conditions, products, and yield. This data is from the Open Reaction Database (ORD), a public repository of structured organic reaction records. Reactants: [BH-](OC(=O)C)(OC(=O)C)OC(=O)C.[Na+] (NaBH(OAc)3), COC(\C=C\C=1C=C2C(CC3(CN(C3)C(=O)OC(C)(C)C)OC2=CC1)=O)=O ((E)-3-[1′-tert-butoxycarbonyl-4-oxo-spiro(chromane-2,3′-azetidine)-6-yl]-acrylic acid methyl ester), C1(=CC=CC=C1)CC=O (phenylacetaldehyde). Product: COC(\C=C\C=1C=C2C(CC3(CN(C3)CCC3=CC=CC=C3)OC2=CC1)=O)=O ((E)-3-[1′-(2-Phenyl-ethyl)-4-oxo-spiro(chromane-2,3′-azetidine)-6-yl]acrylic acid methyl ester), solid. Reaction SMILES: [CH3:1][O:2][C:3](=[O:27])/[CH:4]=[CH:5]/[C:6]1[CH:7]=[C:8]2[C:23](=[CH:24][CH:25]=1)[O:22][C:11]1([CH2:14][N:13]([C:15](OC(C)(C)C)=O)[CH2:12]1)[CH2:10][C:9]2=[O:26].[C:28]1([CH2:34]C=O)[CH:33]=[CH:32][CH:31]=[CH:30][CH:29]=1.[BH-](OC(C)=O)(OC(C)=O)OC(C)=O.[Na+]>>[CH3:1][O:2][C:3](=[O:27])/[CH:4]=[CH:5]/[C:6]1[CH:7]=[C:8]2[C:23](=[CH:24][CH:25]=1)[O:22][C:11]1([CH2:14][N:13]([CH2:15][CH2:34][C:28]3[CH:33]=[CH:32][CH:31]=[CH:30][CH:29]=3)[CH2:12]1)[CH2:10][C:9]2=[O:26] |f:2.3|. Procedure: (E)-3-[1′-(2-Phenyl-ethyl)-4-oxo-spiro(chromane-2,3′-azetidine)-6-yl]acrylic acid methyl ester was synthesized starting from Intermediate 4 (350 mg, 1.13 mmol), according to the procedure described in Example 31, Step A, using phenylacetaldehyde (0.25 ml, 2.3 mmol) and NaBH(OAc)3 (360 mg, 1.69 mmol). The product was obtained as a yellow solid (378 mg). The reactants are C1CCOC1, CO, COC(=O)c1ccc2[nH]c3ccccc3c2c1, [Li+], [OH-], O, O. Product: O=C(O)c1ccc2[nH]c3ccccc3c2c1. As a reaction SMILES: [CH2:23]1[O:24][CH2:25][CH2:26][CH2:27]1.[CH3:21][OH:22].[CH3:4][O:5][C:6](=[O:7])[c:8]1[cH:9][cH:10][c:11]2[nH:12][c:13]3[cH:14][cH:15][cH:16][cH:17][c:18]3[c:19]2[cH:20]1.[Li+:2].[OH-:1].[OH2:28].[OH2:3]>>[O:5]=[C:6]([OH:7])[c:8]1[cH:9][cH:10][c:11]2[nH:12][c:13]3[cH:14][cH:15][cH:16][cH:17][c:18]3[c:19]2[cH:20]1. Starting materials: C/C(=N\[Si](C)(C)C)/O[Si](C)(C)C (N,O-bis(trimethylsilyl)acetamide), NC1(CCCC1)C(=O)O (1-amino-1-cyclopentane carboxylic acid), C(C1=CC=CC=C1)OC(=O)Cl (benzylchloroformate). Run in C(Cl)Cl (methylene chloride). Reaction conditions: time 3 day. Yields the product C(=O)(OCC1=CC=CC=C1)NC1(CCCC1)C(=O)O (1-carbobenzoxyamino-1-cyclopentane carboxylic acid). The yield is 911.5%. Reaction SMILES: [NH2:1][C:2]1([C:7]([OH:9])=[O:8])[CH2:6][CH2:5][CH2:4][CH2:3]1.C/C(/O[Si](C)(C)C)=N\[Si](C)(C)C.[CH2:22]([O:29][C:30](Cl)=[O:31])[C:23]1[CH:28]=[CH:27][CH:26]=[CH:25][CH:24]=1>C(Cl)Cl>[C:30]([NH:1][C:2]1([C:7]([OH:9])=[O:8])[CH2:6][CH2:5][CH2:4][CH2:3]1)([O:29][CH2:22][C:23]1[CH:28]=[CH:27][CH:26]=[CH:25][CH:24]=1)=[O:31]. Procedure details: To a stirred suspension of 12.9 g (0.010 mole) of 1-amino-1-cyclopentane carboxylic acid in 500 ml of methylene chloride is added 25 ml (0.10 mole) of N,O-bis(trimethylsilyl)acetamide. The mixture is stoppered and stirred at room temperature for 3 days, whereupon complete solution is obtained. 17 g (0.10 mole) of benzylchloroformate is added and the mixture stirred for an additional 1 hour. It is then washed with 300 ml each 2N HCl, water and saturated brine and dried over sodium sulfate. Filtra...